From a dataset of the Open Reaction Database (ORD), a public repository of structured organic reaction records. describe an organic reaction: reactants, conditions, products, and yield Starting materials: ClC=1C=CC(=NC1)SC1=C(N=C(O1)C1=CC=C(C=C1)F)C=1C=CC(=NC1)C(C(=O)OC)(C)C (Methyl 2-(5-{5-[(5-chloropyridin-2-yl)sulfanyl]-2-(4-fluorophenyl)-1,3-oxazol-4-yl}pyridin-2-yl)-2-methylpropanoate), CC(C)C[AlH]CC(C)C (DIBAl-H), [C@@H]([C@H](C(=O)[O-])O)(C(=O)[O-])O.[Na+].[K+] (Rochelle salt), CCOC(=O)C (EtOAc). Run in C1CCOC1 (THF). Run at temperature -78 celsius, time 1 hour. Product: ClC=1C=CC(=NC1)SC1=C(N=C(O1)C1=CC=C(C=C1)F)C=1C=CC(=NC1)C(CO)(C)C (2-(5-{5-[(5-chloropyridin-2-yl)sulfanyl]-2-(4-fluorophenyl)-1,3-oxazol-4-yl}pyridin-2-yl)-2-methylpropan-1-ol). Yield: 104.9%. RXN SMILES: [Cl:1][C:2]1[CH:3]=[CH:4][C:5]([S:8][C:9]2[O:13][C:12]([C:14]3[CH:19]=[CH:18][C:17]([F:20])=[CH:16][CH:15]=3)=[N:11][C:10]=2[C:21]2[CH:22]=[CH:23][C:24]([C:27]([CH3:33])([CH3:32])[C:28](OC)=[O:29])=[N:25][CH:26]=2)=[N:6][CH:7]=1.CC(C[AlH]CC(C)C)C.[C@H](O)(C([O-])=O)[C@@H](O)C([O-])=O.[Na+].[K+].CCOC(C)=O>C1COCC1>[Cl:1][C:2]1[CH:3]=[CH:4][C:5]([S:8][C:9]2[O:13][C:12]([C:14]3[CH:15]=[CH:16][C:17]([F:20])=[CH:18][CH:19]=3)=[N:11][C:10]=2[C:21]2[CH:22]=[CH:23][C:24]([C:27]([CH3:33])([CH3:32])[CH2:28][OH:29])=[N:25][CH:26]=2)=[N:6][CH:7]=1 |f:2.3.4|. Reported procedure: To a solution of Example 84 (120 mg, 0.2 mmol) in THF (10 mL) at −78° C. was added DIBAl-H (1.0M/toluene, 0.6 mL, 0.6 mmol). The resulting solution was stirred at −78° C. for 1 h. The reaction mixture was then poured into a vigorously stirred Rochelle salt solution/EtOAc (1:1). Upon clarification of the organic layer, the layers were separated, dried over MgSO4, filtered, concentrated and purified on silica gel to afford the title compound (95.7 mg). LC/MS: m/e 456.1 (M+H)+. 1H NMR (500 MHz, ace...